This data is from the Open Reaction Database (ORD), a public repository of structured organic reaction records. The task is: describe an organic reaction: reactants, conditions, products, and yield Reported procedure: The above (S)-tert-butyl 4-(2-(1-methoxycyclopentyl)ethyl)-2,2-dimethyloxazolidine-3-carboxylate (1170 mg, 3.5 mmol, 1.0 equiv) was dissolved in 40 mL of methanol. Camphorsulphonic acid (417 mg, 1.8 mmol, 0.5 equiv) was added and the mixture stirred for 4 h at ambient temperature. The mixture was quenched by addition of ca. 1 mL of NEt3 and the reaction evaporated. The residue was taken up in EtOAc, washed with brine, then dried over MgSO4, filtered through a pad of silica gel, and evaporated. T... Product: OC[C@H](CCC1(CCCC1)OC)NC(OC(C)(C)C)=O ((S)-tert-butyl 1-hydroxy-4-(1-methoxycyclopentyl)butan-2-ylcarbamate). The yield is 100.0%. Run in CO (methanol). RXN SMILES: [CH3:1][O:2][C:3]1([CH2:8][CH2:9][C@H:10]2[CH2:14][O:13]C(C)(C)[N:11]2[C:17]([O:19][C:20]([CH3:23])([CH3:22])[CH3:21])=[O:18])[CH2:7][CH2:6][CH2:5][CH2:4]1.C12(CS(O)(=O)=O)C(C)(C)C(CC1)CC2=O>CO>[OH:13][CH2:14][C@@H:10]([NH:11][C:17](=[O:18])[O:19][C:20]([CH3:22])([CH3:21])[CH3:23])[CH2:9][CH2:8][C:3]1([O:2][CH3:1])[CH2:7][CH2:6][CH2:5][CH2:4]1. Reaction conditions: time 4 hour. The reactants are COC1(CCCC1)CC[C@@H]1N(C(OC1)(C)C)C(=O)OC(C)(C)C ((S)-tert-butyl 4-(2-(1-methoxycyclopentyl)ethyl)-2,2-dimethyloxazolidine-3-carboxylate), C12(C(=O)CC(CC1)C2(C)C)CS(=O)(=O)O (Camphorsulphonic acid). Reactants: C(C)C1=C(C(=CC(=C1)OC1=CC=CC=C1)CC)C(O)C=1NC=CN1 (rac-(2,6-diethyl-4-phenoxy-phenyl)-(1H-imidazol-2-yl)-methanol), C(C)[SiH](CC)CC (triethylsilane), FC(C(=O)O)(F)F (trifluoroacetic acid). Procedure: 2-(2,6-Diethyl-4-phenoxy-benzyl)-1H-imidazole was prepared from rac-(2,6-diethyl-4-phenoxy-phenyl)-(1H-imidazol-2-yl)-methanol, triethylsilane and trifluoroacetic acid in analogy to Example 191e): white crystals; MS (ISP): 307.4 ([M+H]+, 100%). Yields the product C(C)C1=C(CC=2NC=CN2)C(=CC(=C1)OC1=CC=CC=C1)CC (2-(2,6-Diethyl-4-phenoxy-benzyl)-1H-imidazole). As a reaction SMILES: [CH2:1]([C:3]1[CH:8]=[C:7]([O:9][C:10]2[CH:15]=[CH:14][CH:13]=[CH:12][CH:11]=2)[CH:6]=[C:5]([CH2:16][CH3:17])[C:4]=1[CH:18]([C:20]1[NH:21][CH:22]=[CH:23][N:24]=1)O)[CH3:2].C([SiH](CC)CC)C.FC(F)(F)C(O)=O>>[CH2:1]([C:3]1[CH:8]=[C:7]([O:9][C:10]2[CH:15]=[CH:14][CH:13]=[CH:12][CH:11]=2)[CH:6]=[C:5]([CH2:16][CH3:17])[C:4]=1[CH2:18][C:20]1[NH:24][CH:23]=[CH:22][N:21]=1)[CH3:2]. The reactants are Cl (hydrochloric acid), ClC1=CC=C(C=C1)C1CCC(CC1)C=1C(C2=CC=CC=C2C(C1Cl)=O)=O (4-(4-Chlorophenyl)cyclohexyl-3-chloro-1,4-naphthoquinone), CO (methanol), [OH-].[K+] (potassium hydroxide). The solvent is O (water). Run at temperature 27.5 celsius, time 6 hour. Product: C1=CC2=C(C=C1)C(=O)C(=C(C2=O)[C@H]3CC[C@@H](CC3)C4=CC=C(C=C4)Cl)O (atovaquone). RXN SMILES: [Cl:1][C:2]1[CH:7]=[CH:6][C:5]([CH:8]2[CH2:13][CH2:12][CH:11]([C:14]3[C:15](=[O:26])[C:16]4[C:21]([C:22](=[O:25])[C:23]=3Cl)=[CH:20][CH:19]=[CH:18][CH:17]=4)[CH2:10][CH2:9]2)=[CH:4][CH:3]=1.C[OH:28].[OH-].[K+].Cl>O>[CH:18]1[CH:19]=[CH:20][C:21]2[C:22]([C:23]([OH:28])=[C:14]([C@@H:11]3[CH2:10][CH2:9][C@@H:8]([C:5]4[CH:4]=[CH:3][C:2]([Cl:1])=[CH:7][CH:6]=4)[CH2:13][CH2:12]3)[C:15](=[O:26])[C:16]=2[CH:17]=1)=[O:25] |f:2.3|. Procedure: 2-[4-(4-Chlorophenyl)cyclohexyl-3-chloro-1,4-naphthoquinone (20 gm) was added to methanol (400 ml) at 25-30° C., the contents were heated to reflux and then potassium hydroxide solution (20 gm) in water (200 ml) was slowly added for 30 minutes at reflux. The reaction mass was stirred for 6 hours at reflux, to the resulting mass added hydrochloric acid (72 ml) slowly for 15 to 20 minutes at reflux and then cooled to 25-30° C. The resulting mass was further cooled to 0° C. and then stirred for 1 h...